From a dataset of the Open Reaction Database (ORD), a public repository of structured organic reaction records. describe an organic reaction: reactants, conditions, products, and yield Starting materials: COc1ccc(OC)c(C(=O)O)c1, CNN, COc1ccc(P2(=S)SP(=S)(c3ccc(OC)cc3)S2)cc1, CN(C)c1ccncc1, C(=NC1CCCCC1)=NC1CCCCC1, ClCCl. The product is COc1ccc(OC)c(C(=S)N(C)N)c1. Reaction SMILES: [CH3:16][O:17][c:18]1[c:19]([C:20]([OH:21])=[O:22])[cH:23][c:24]([O:27][CH3:28])[cH:25][cH:26]1.[CH3:29][NH:30][NH2:31].[CH3:32][O:33][c:34]1[cH:35][cH:36][c:37]([P:38]2(=[S:41])[S:39][P:40]([c:42]3[cH:43][cH:44][c:45]([O:46][CH3:47])[cH:48][cH:49]3)(=[S:50])[S:51]2)[cH:52][cH:53]1.[CH3:54][N:55]([c:56]1[cH:57][cH:58][n:59][cH:60][cH:61]1)[CH3:62].[CH:1]1([N:2]=[C:3]=[N:4][CH:5]2[CH2:6][CH2:7][CH2:8][CH2:9][CH2:10]2)[CH2:11][CH2:12][CH2:13][CH2:14][CH2:15]1.[Cl:63][CH2:64][Cl:65]>>[CH3:16][O:17][c:18]1[c:19]([C:20]([N:30]([CH3:29])[NH2:31])=[S:41])[cH:23][c:24]([O:27][CH3:28])[cH:25][cH:26]1. The reactants are FC1=C(C=CC(=C1)Cl)N1C(C2=CC(C1=O)CCC2)=O (N-(2-fluoro-4-chlorophenyl)-3,4,5,6-tetrahydroisophthalimide), CC(=O)C (acetone), C(C)(C)N (isopropylamine). Run at time 10 hour. Yields the product C(C)(C)NC(C1=C(C(=O)NC2=C(C=C(C=C2)Cl)F)CCCC1)=O (N-isopropyl-N'-(2-fluoro-4-chlorophenyl)-3,4,5,6-tetrahydrophthalamide). RXN SMILES: [F:1][C:2]1[CH:7]=[C:6]([Cl:8])[CH:5]=[CH:4][C:3]=1[N:9]1[C:14](=[O:15])[CH:13]2[CH2:16][CH2:17][CH2:18][C:11](=[CH:12]2)C1=O.[CH:20]([NH2:23])([CH3:22])[CH3:21].C[C:25](C)=[O:26]>>[CH:20]([NH:23][C:25](=[O:26])[C:16]1[CH2:17][CH2:18][CH2:11][CH2:12][C:13]=1[C:14]([NH:9][C:3]1[CH:4]=[CH:5][C:6]([Cl:8])=[CH:7][C:2]=1[F:1])=[O:15])([CH3:22])[CH3:21]. Procedure details: In acetone (40 ml) was dissolved N-(2-fluoro-4-chlorophenyl)-3,4,5,6-tetrahydroisophthalimide (2.8 g) and while stirring at room temperature, isopropylamine (0.6 g) was added. The mixture was allowed to stand for 10 hours, after which time the precipitate was recovered by filtration and washed with acetone. Yield 3.0 g.; m.p. 188°-189° C. Starting materials: FB(F)F, C=CC(=O)OC, CCOCC, Nc1ccc(OCc2ccccc2)cc1, CCOC(C)=O. Yields the product COC(=O)CCNc1ccc(OCc2ccccc2)cc1. As a reaction SMILES: [B:21]([F:22])([F:23])[F:24].[C:25]([CH:26]=[CH2:27])(=[O:28])[O:29][CH3:30].[CH2:16]([O:17][CH2:18][CH3:19])[CH3:20].[CH2:1]([c:2]1[cH:3][cH:4][cH:5][cH:6][cH:7]1)[O:8][c:9]1[cH:10][cH:11][c:12]([NH2:13])[cH:14][cH:15]1.[CH3:31][CH2:32][O:33][C:34](=[O:35])[CH3:36]>>[CH2:1]([c:2]1[cH:3][cH:4][cH:5][cH:6][cH:7]1)[O:8][c:9]1[cH:10][cH:11][c:12]([NH:13][CH2:27][CH2:26][C:25](=[O:28])[O:29][CH3:30])[cH:14][cH:15]1. Starting materials: C(C)C=1[N+](=C(C(NC1C(=O)OC)=O)CC(C)C)[O-] (5-ethyl-3-isobutyl-6-methoxycarbonyl-1,2-dihydropyrazin-2-one 4-oxide), [OH-].[Na+] (sodium hydroxide). Solvent: CO (methanol). Run at time 2 hour. The product is C(C)C=1[N+](=C(C(NC1C(=O)O)=O)CC(C)C)[O-] (5-ethyl-3-isobutyl-1,2-dihydropyrazin-2-one-6-carboxylic acid 4-oxide). Yield: 82.7%. RXN SMILES: [CH2:1]([C:3]1[N+:4]([O-:18])=[C:5]([CH2:14][CH:15]([CH3:17])[CH3:16])[C:6](=[O:13])[NH:7][C:8]=1[C:9]([O:11]C)=[O:10])[CH3:2].[OH-].[Na+]>CO>[CH2:1]([C:3]1[N+:4]([O-:18])=[C:5]([CH2:14][CH:15]([CH3:17])[CH3:16])[C:6](=[O:13])[NH:7][C:8]=1[C:9]([OH:11])=[O:10])[CH3:2] |f:1.2|. Procedure: To a solution of 7.99 g of 5-ethyl-3-isobutyl-6-methoxycarbonyl-1,2-dihydropyrazin-2-one 4-oxide in ml of methanol was added 63 ml of 2N-sodium hydroxide aqueous solution, and the mixture was stirred at room temperature for 2 hours. The solvent was removed by distillation under reduced pressure, and the resulting residue was dissolved in water, then under ice-cooling condition with stirring, the solution was acidified by adding 11 ml of concentrated hydrochloric acid. The crystals thus precipita... The reactants are COC1=CC=C(C(C2=CC=C(C=C2)OC)(C2=CC=CC=C2)OC[C@@H]2[C@H](C[C@@H](O2)N2C(=O)NC(=O)C(C)=C2)O)C=C1 (5′-O-(4,4′-dimethoxytrityl)thymidine), C(C)(C)N=C=NC(C)C (N,N′-diisoproyl carbodiimide). The solvent is N1=CC=CC=C1 (pyridine). The product is [C@@H]1(C[C@H](O)[C@@H](CO)O1)N1C(=O)NC(=O)C(C)=C1 (Thymidine). RXN SMILES: COC1C=CC(C([O:22][CH2:23][C@H:24]2[O:28][C@@H:27]([N:29]3[CH:37]=[C:35]([CH3:36])[C:33](=[O:34])[NH:32][C:30]3=[O:31])[CH2:26][C@@H:25]2[OH:38])(C2C=CC=CC=2)C2C=CC(OC)=CC=2)=CC=1.C(N=C=NC(C)C)(C)C>N1C=CC=CC=1>[C@@H:27]1([N:29]2[CH:37]=[C:35]([CH3:36])[C:33](=[O:34])[NH:32][C:30]2=[O:31])[O:28][C@H:24]([CH2:23][OH:22])[C@@H:25]([OH:38])[CH2:26]1. Procedure: In a nitrogen-replaced glove box, 5′-O-(4,4′-dimethoxytrityl)thymidine and N,N′-diisoproyl carbodiimide were dissolved in dehydrated pyridine with a concentration of 0.1 mol/L and 0.2 mol/L, respectively. Starting materials: C(C)OC1=CC=C(C=C1)C1(CC1)CC=O (1-(4-ethoxyphenyl)-1-(2-oxoethyl)-cyclopropane), Grignard reagent, O(C1=CC=CC=C1)C=1C=C(CBr)C=CC1 (3-phenoxybenzyl bromide), [Mg] (magnesium), [NH4+].[Cl-] (NH4Cl). Solvent: C(C)OCC (diethyl ether), C(C)OCC (diethyl ether). Reaction conditions: temperature -78 celsius. The product is C(C)OC1=CC=C(C=C1)C1(CC1)CC(CC1=CC(=CC=C1)OC1=CC=CC=C1)O (1-(4-ethoxyphenyl)-1-(3-(3-phenoxyphenyl)-2-hydroxypropyl)-cyclopropane). RXN SMILES: [O:1]([C:8]1[CH:9]=[C:10]([CH:13]=[CH:14][CH:15]=1)[CH2:11]Br)[C:2]1[CH:7]=[CH:6][CH:5]=[CH:4][CH:3]=1.[Mg].[CH2:17]([O:19][C:20]1[CH:25]=[CH:24][C:23]([C:26]2([CH2:29][CH:30]=[O:31])[CH2:28][CH2:27]2)=[CH:22][CH:21]=1)[CH3:18].[NH4+].[Cl-]>C(OCC)C>[CH2:17]([O:19][C:20]1[CH:25]=[CH:24][C:23]([C:26]2([CH2:29][CH:30]([OH:31])[CH2:11][C:10]3[CH:13]=[CH:14][CH:15]=[C:8]([O:1][C:2]4[CH:7]=[CH:6][CH:5]=[CH:4][CH:3]=4)[CH:9]=3)[CH2:27][CH2:28]2)=[CH:22][CH:21]=1)[CH3:18] |f:3.4|. Reported procedure: A Grignard reagent prepared from 3-phenoxybenzyl bromide (0.98 g), magnesium turnings (0.1 g) in dry diethyl ether (15 ml) under an atmosphere of nitrogen, is cooled with vigorous stirring to -78° C. To this is added a solution of 1-(4-ethoxyphenyl)-1-(2-oxoethyl)-cyclopropane (0.5 g) in diethyl ether (15 ml) over 5 min. The resulting mixture is allowed to warm up to room temperature over 1 h. Saturated NH4Cl solution is added and the mixture extracted with diethyl ether (x3), dried and the solv...